This data is from the Open Reaction Database (ORD), a public repository of structured organic reaction records. The task is: describe an organic reaction: reactants, conditions, products, and yield The reactants are COC(=O)c1ccc(C#N)c(F)c1, CCO, NO. Yields the product COC(=O)c1ccc(C(N)=NO)c(F)c1. As a reaction SMILES: [C:1](#[N:2])[c:3]1[c:4]([F:13])[cH:5][c:6]([C:7](=[O:8])[O:9][CH3:10])[cH:11][cH:12]1.[CH3:16][CH2:17][OH:18].[NH2:14][OH:15]>>[C:1]([NH2:2])([c:3]1[c:4]([F:13])[cH:5][c:6]([C:7](=[O:8])[O:9][CH3:10])[cH:11][cH:12]1)=[N:14][OH:15]. Starting materials: [H][H] (hydrogen), [H][H] (hydrogen), C(C)N(C1=CC=C(C=O)C=C1)CC (4-diethylaminobenzaldehyde), resultant residue, [N+](=O)([O-])C1=CC=C(C(=O)O)C=C1 (p-nitrobenzoic acid), CS(=O)C (dimethylsulfoxide), [N+](=O)([O-])C1=CC=C(C(=O)O)C=C1 (p-nitrobenzoic acid). The reagents and catalysts are [Pt] (platinum). Solvent: CO (methanol), CO (methanol), C(C)(=O)O (acetic acid). Conditions: time 5 hour. Product: C(=O)(O)C1=CC=C(C=C1)[N+](=C)[O-] (N-(4-carboxyphenyl)nitrone), α-p-(diethylamino)phenyl. Isolated yield 88.7%. As a reaction SMILES: [N+:1]([C:4]1[CH:12]=[CH:11][C:7]([C:8]([OH:10])=[O:9])=[CH:6][CH:5]=1)([O-])=[O:2].[CH3:13]S(C)=O.[H][H].C(N(CC)C1C=CC(C=O)=CC=1)C>[Pt].CO.C(O)(=O)C>[C:8]([C:7]1[CH:11]=[CH:12][C:4]([N+:1]([O-:2])=[CH2:13])=[CH:5][CH:6]=1)([OH:10])=[O:9]. Reported procedure: 122.2 g (731 mmols) of p-nitrobenzoic acid, 11.3 g of dimethylsulfoxide, 2.0 g of a 5% platinum-supported catalyst, and 260 g of methanol were charged into a one liter autoclave, followed by filling hydrogen at a pressure of about 4 kg/cm2 and continuing agitation at room temperature until an equivalent of hydrogen was reacted with p-nitrobenzoic acid. After removal of the catalyst, 120.0 g (677 mmols) of 4-diethylaminobenzaldehyde, 30.0 g of acetic acid and 100 g of methanol were added to the r... Starting materials: [BH3-]C#N, CC(=O)O, CN(Cc1cc(F)ccc1F)C(=O)Nc1ccc(S(=O)(=O)N2CCC(C=O)CC2)cc1, CS(=O)(=O)Nc1cc(C(O)CN)ccc1O, [Na+]. Product: CN(Cc1cc(F)ccc1F)C(=O)Nc1ccc(S(=O)(=O)N2CCC(CNCC(O)c3ccc(O)c(NS(C)(=O)=O)c3)CC2)cc1. Reaction SMILES: [C:52]([BH3-:53])#[N:54].[CH3:48][C:49](=[O:50])[OH:51].[F:17][c:18]1[c:19]([CH2:20][N:21]([C:22](=[O:23])[NH:24][c:25]2[cH:26][cH:27][c:28]([S:31](=[O:32])(=[O:33])[N:34]3[CH2:35][CH2:36][CH:37]([CH:40]=[O:41])[CH2:38][CH2:39]3)[cH:29][cH:30]2)[CH3:42])[cH:43][c:44]([F:47])[cH:45][cH:46]1.[NH2:1][CH2:2][CH:3]([OH:4])[c:5]1[cH:6][cH:7][c:8]([OH:16])[c:9]([NH:11][S:12](=[O:13])(=[O:14])[CH3:15])[cH:10]1.[Na+:55]>>[NH:1]([CH2:2][CH:3]([OH:4])[c:5]1[cH:6][cH:7][c:8]([OH:16])[c:9]([NH:11][S:12](=[O:13])(=[O:14])[CH3:15])[cH:10]1)[CH2:40][CH:37]1[CH2:36][CH2:35][N:34]([S:31]([c:28]2[cH:27][cH:26][c:25]([NH:24][C:22]([N:21]([CH2:20][c:19]3[c:18]([F:17])[cH:46][cH:45][c:44]([F:47])[cH:43]3)[CH3:42])=[O:23])[cH:30][cH:29]2)(=[O:32])=[O:33])[CH2:39][CH2:38]1. Reactants: COC(=O)C1(N2CCCCC2=O)CCN(CCC(CN(C)C(=O)c2ccccc2)c2ccc(Cl)c(Cl)c2)CC1, [Na+], C1CCOC1, [OH-]. Product: CN(CC(CCN1CCC(C(=O)O)(N2CCCCC2=O)CC1)c1ccc(Cl)c(Cl)c1)C(=O)c1ccccc1. RXN SMILES: [Cl:1][c:2]1[cH:3][c:4]([CH:9]([CH2:10][N:11]([C:12]([c:13]2[cH:14][cH:15][cH:16][cH:17][cH:18]2)=[O:19])[CH3:20])[CH2:21][CH2:22][N:23]2[CH2:24][CH2:25][C:26]([N:29]3[C:30](=[O:35])[CH2:31][CH2:32][CH2:33][CH2:34]3)([C:36](=[O:37])[O:38][CH3:39])[CH2:27][CH2:28]2)[cH:5][cH:6][c:7]1[Cl:8].[Na+:46].[O:40]1[CH2:41][CH2:42][CH2:43][CH2:44]1.[OH-:45]>>[Cl:1][c:2]1[cH:3][c:4]([CH:9]([CH2:10][N:11]([C:12]([c:13]2[cH:14][cH:15][cH:16][cH:17][cH:18]2)=[O:19])[CH3:20])[CH2:21][CH2:22][N:23]2[CH2:24][CH2:25][C:26]([N:29]3[C:30](=[O:35])[CH2:31][CH2:32][CH2:33][CH2:34]3)([C:36](=[O:37])[OH:38])[CH2:27][CH2:28]2)[cH:5][cH:6][c:7]1[Cl:8]. Yields the product O=C(O)C1(c2ccccn2)CCC1. Reactants: CC(=O)O, CCOCC, O, O=S(=O)(O)O, N#CC1(c2ccccn2)CCC1. Reaction SMILES: [C:14]([OH:15])(=[O:16])[CH3:17].[CH3:23][CH2:24][O:25][CH2:26][CH3:27].[OH2:13].[S:18](=[O:19])(=[O:20])([OH:21])[OH:22].[n:1]1[c:2]([C:7]2([C:11]#[N:12])[CH2:8][CH2:9][CH2:10]2)[cH:3][cH:4][cH:5][cH:6]1>>[n:1]1[c:2]([C:7]2([C:11](=[O:13])[OH:16])[CH2:8][CH2:9][CH2:10]2)[cH:3][cH:4][cH:5][cH:6]1. The reactants are CCOC(=O)c1ccc(N)cc1, CC(C)CCCCCCCCCCCCCCBr, CN(C)P(=O)(N(C)C)N(C)C, O. Product: CCOC(=O)c1ccc(NCCCCCCCCCCCCCCC(C)C)cc1. Reaction SMILES: [CH3:19][CH2:20][O:21][C:22](=[O:23])[c:24]1[cH:25][cH:26][c:27]([NH2:28])[cH:29][cH:30]1.[CH3:1][CH:2]([CH2:3][CH2:4][CH2:5][CH2:6][CH2:7][CH2:8][CH2:9][CH2:10][CH2:11][CH2:12][CH2:13][CH2:14][CH2:15][CH2:16][Br:17])[CH3:18].[CH3:31][N:32]([P:33]([N:34]([CH3:35])[CH3:36])([N:37]([CH3:38])[CH3:39])=[O:40])[CH3:41].[OH2:42]>>[CH3:1][CH:2]([CH2:3][CH2:4][CH2:5][CH2:6][CH2:7][CH2:8][CH2:9][CH2:10][CH2:11][CH2:12][CH2:13][CH2:14][CH2:15][CH2:16][NH:28][c:27]1[cH:26][cH:25][c:24]([C:22]([O:21][CH2:20][CH3:19])=[O:23])[cH:30][cH:29]1)[CH3:18].